This data is from the Open Reaction Database (ORD), a public repository of structured organic reaction records. The task is: describe an organic reaction: reactants, conditions, products, and yield Starting materials: [N+](=O)([O-])[O-].[Mg+2].[N+](=O)([O-])[O-] (magnesium nitrate), N (ammonia). The product is [OH-].[Mg+2].[OH-] (Magnesium hydroxide), [N+](=O)([O-])[O-].[Mg+2].[N+](=O)([O-])[O-] (magnesium nitrate). As a reaction SMILES: [N+:1]([O-:4])([O-:3])=[O:2].[Mg+2:5].[N+:6]([O-:9])([O-:8])=[O:7].N>>[OH-:2].[Mg+2:5].[OH-:7].[N+:1]([O-:4])([O-:3])=[O:2].[Mg+2:5].[N+:6]([O-:9])([O-:8])=[O:7] |f:0.1.2,4.5.6,7.8.9|. Procedure details: Magnesium hydroxide is prepared in two steps by the process of this invention. In the first step magnesium nitrate is treated by an alkaline substance, preferably by ammonia, in an aqueous medium at a temperature not higher than 85° C., at atmospheric pressure, resulting in forming of basic magnesium nitrate. It was found that it is profitable to use in the first step 1.5- to 6.0-multiple, with advantage 3.0- to 5.0-multiple excess of ammonia, at a temperature of 50° to 75° C. The resulting basi... Yields the product Cc1cc2c(CC(=O)O)cccc2cn1. RXN SMILES: [CH3:18][S:19]([CH3:20])=[O:21].[CH3:1][c:2]1[n:3][cH:4][c:5]2[cH:6][cH:7][cH:8][c:9]([CH2:12][C:13](=[O:14])[O:15][CH2:16][CH3:17])[c:10]2[cH:11]1>>[CH3:1][c:2]1[n:3][cH:4][c:5]2[cH:6][cH:7][cH:8][c:9]([CH2:12][C:13](=[O:14])[OH:15])[c:10]2[cH:11]1. The reactants are CS(C)=O, CCOC(=O)Cc1cccc2cnc(C)cc12. Starting materials: C(C1=CC=CC=C1)(C1=CC=CC=C1)O (benzhydrol), CCCCCC (hexane), C(C(C)C)[Al](CC(C)C)CC(C)C (triisobutylaluminum), C1=CC=C2C(=C1)C=CC(=C2C3=C(C=CC4=CC=CC=C43)O)O ((R)-1,1′-bi-2-naphthol), C(C(=O)C1=CC=CC=C1)Cl (phenacyl chloride). Solvent: C1(=CC=CC=C1)C (toluene). Run at time 30 minute. Yields the product ClC[C@@H](O)C1=CC=CC=C1 ((S)-2-chloro-1-phenylethanol). Reaction SMILES: CCCCCC.C([Al](CC(C)C)CC(C)C)C(C)C.C1C=C2C=CC(O)=C(C3C4C(=CC=CC=4)C=CC=3O)C2=CC=1.C(O)(C1C=CC=CC=1)C1C=CC=CC=1.[CH2:56]([Cl:65])[C:57]([C:59]1[CH:64]=[CH:63][CH:62]=[CH:61][CH:60]=1)=[O:58]>C1(C)C=CC=CC=1>[Cl:65][CH2:56][C@H:57]([C:59]1[CH:64]=[CH:63][CH:62]=[CH:61][CH:60]=1)[OH:58]. Procedure: To 0.5 ml (0.5 mmol) of hexane solution of triisobutylaluminum (1.0 M) was added a slurry solution of 143 mg (0.5 mmol) of (R)-1,1′-bi-2-naphthol in 10 ml of toluene at room temperature, and the mixture was stirred at room temperature for 30 minutes. Thereto 1.84 g (20 mmol) of benzhydrol was added and the mixture was stirred further at room temperature for 30 minutes. Thereto 1.55 g (10 mmol) of phenacyl chloride was added and the mixture was stirred further at room temperature for 2 hours. The... Starting materials: C(=C)P(OCC)(OCC)=O (diethyl vinylphosphonate), COCN(C[Si](C)(C)C)CC1=CC=CC=C1 (N-(methoxymethyl)-N-(trimethylsilylmethyl)benzylamine). Run in C(Cl)Cl (CH2Cl2). Product: C(C1=CC=CC=C1)N1CC(CC1)P(OCC)(OCC)=O ((R/S)-1-Benzyl-pyrrolidin-3-yl phosphonic acid, diethyl ester). Isolated yield 86.7%. Reaction SMILES: [CH:1]([P:3](=[O:10])([O:7][CH2:8][CH3:9])[O:4][CH2:5][CH3:6])=[CH2:2].CO[CH2:13][N:14]([CH2:20][C:21]1[CH:26]=[CH:25][CH:24]=[CH:23][CH:22]=1)[CH2:15][Si](C)(C)C>C(Cl)Cl>[CH2:20]([N:14]1[CH2:13][CH2:2][CH:1]([P:3](=[O:10])([O:7][CH2:8][CH3:9])[O:4][CH2:5][CH3:6])[CH2:15]1)[C:21]1[CH:22]=[CH:23][CH:24]=[CH:25][CH:26]=1. Procedure details: A solution of 6.0 g (36.6 mmol) of diethyl vinylphosphonate and 11 mL (44 mmol) of N-(methoxymethyl)-N-(trimethylsilylmethyl)benzylamine in 150 mL of CH2Cl2 at 0° C. was stirred for 30 min. The reaction mixture was washed with 150 mL of 1N NaHCO3 and 150 mL of sat'd NaCl. The organic layer was dried over Na2SO4 and concentrated. The residue was purified on a 40L Biotage column using 3:2 and 1:1 v/v hexane/acetone as the gradient to afford 9.44 g (87%) of the title compound as a pale yellow oil: ... Starting materials: C(C)(C)(C)OC(NC1=C(C=C(C(=C1)N1CCCCC1)Cl)N)=O ((2-amino-4-chloro-5-piperidin-1-yl-phenyl)-carbamic acid tert.-butyl ester), C(C)(C)(C)OC(CC(C1=CC(=CC=C1)N1N=NC=C1COC1OCCCC1)=O)=O ((RS)-3-oxo-3-{3-[5-(tetrahydro-pyran-2-yloxymethyl)-[1,2,3]triazol-1-yl]-phenyl}-propionic acid tert.-butyl ester). Product: C(C)(C)(C)OC(NC1=C(C=C(C(=C1)N1CCCCC1)Cl)NC(CC(C1=CC(=CC=C1)N1N=NC=C1COC1OCCCC1)=O)=O)=O ((RS)-[4-Chloro-2-(3-oxo-3-{3-[5-(tetrahydro-pyran-2-yloxymethyl)-[1,2,3]triazol-1-yl]-phenyl}-propionylamino)-5-piperidin-1-yl-phenyl]-carbamic acid tert.-butyl ester), foam. RXN SMILES: [C:1]([O:5][C:6](=[O:22])[NH:7][C:8]1[CH:13]=[C:12]([N:14]2[CH2:19][CH2:18][CH2:17][CH2:16][CH2:15]2)[C:11]([Cl:20])=[CH:10][C:9]=1[NH2:21])([CH3:4])([CH3:3])[CH3:2].C([O:27][C:28](=O)[CH2:29][C:30](=[O:50])[C:31]1[CH:36]=[CH:35][CH:34]=[C:33]([N:37]2[C:41]([CH2:42][O:43][CH:44]3[CH2:49][CH2:48][CH2:47][CH2:46][O:45]3)=[CH:40][N:39]=[N:38]2)[CH:32]=1)(C)(C)C>>[C:1]([O:5][C:6](=[O:22])[NH:7][C:8]1[CH:13]=[C:12]([N:14]2[CH2:19][CH2:18][CH2:17][CH2:16][CH2:15]2)[C:11]([Cl:20])=[CH:10][C:9]=1[NH:21][C:28](=[O:27])[CH2:29][C:30](=[O:50])[C:31]1[CH:36]=[CH:35][CH:34]=[C:33]([N:37]2[C:41]([CH2:42][O:43][CH:44]3[CH2:49][CH2:48][CH2:47][CH2:46][O:45]3)=[CH:40][N:39]=[N:38]2)[CH:32]=1)([CH3:4])([CH3:2])[CH3:3]. Reported procedure: The title compound was prepared from (2-amino-4-chloro-5-piperidin-1-yl-phenyl)-carbamic acid tert.-butyl ester (Example J14) and (RS)-3-oxo-3-{3-[5-(tetrahydro-pyran-2-yloxymethyl)-[1,2,3]triazol-1-yl]-phenyl}-propionic acid tert.-butyl ester (Example K5) according to the general procedure M. Obtained as a yellow foam (257 mg). The reactants are COC1=C(C=CC=C1)B(O)O (2-methoxyphenylboronic acid), C(C)(=O)O[C@H]1[C@H](OC=2C=NC=C(C2)Br)SC[C@H]([C@@H]1OC(C)=O)OC(C)=O (5-bromo-3-pyridinyl 2,3,4-tri-O-acetyl-5-thio-β-D-xylopyranoside). Product: O([C@H]1[C@H](O)[C@@H](O)[C@H](O)CS1)C=1C=NC=C(C1)C1=C(C=CC=C1)OC (5-(2-methoxyphenyl)-3-pyridinyl 5-thio-β-D-xylopyranoside), powder. Yield: 69.0%. RXN SMILES: [CH3:1][O:2][C:3]1[CH:8]=[CH:7][CH:6]=[CH:5][C:4]=1B(O)O.C([O:15][C@@H:16]1[C@@H:29]([O:30]C(=O)C)[C@H:28]([O:34]C(=O)C)[CH2:27][S:26][C@H:17]1[O:18][C:19]1[CH:20]=[N:21][CH:22]=[C:23](Br)[CH:24]=1)(=O)C>>[O:18]([C:19]1[CH:20]=[N:21][CH:22]=[C:23]([C:4]2[CH:5]=[CH:6][CH:7]=[CH:8][C:3]=2[O:2][CH3:1])[CH:24]=1)[C@@H:17]1[S:26][CH2:27][C@@H:28]([OH:34])[C@H:29]([OH:30])[C@H:16]1[OH:15]. Procedure details: By following a procedure analogous to Example 122 starting from 2-methoxyphenylboronic acid and 5-bromo-3-pyridinyl 2,3,4-tri-O-acetyl-5-thio-β-D-xylopyranoside, 5-(2-methoxyphenyl)-3-pyridinyl 5-thio-β-D-xylopyranoside is obtained in the form of a beige powder (yield=69%). The reactants are FC=1C=C2C=CC(=NC2=CC1)C (6-fluoroquinaldine), CC=1C=C2C=CC=NC2=CC1 (6-methylquinoline), II (iodine). Solvent: ClC1=CC=CC=C1 (chlorobenzene). Product: [I-].FC1=CC=2C=CC=3N(C2C=C1)C1=[N+](C=2C=CC(=CC2C=C1)C)C3 (10-Fluoro-3-methylimidazo[1,2-a:3,4-a']diquinolin-15-ium Iodide). As a reaction SMILES: [F:1][C:2]1[CH:3]=[C:4]2[C:9](=[CH:10][CH:11]=1)[N:8]=[C:7]([CH3:12])[CH:6]=[CH:5]2.[CH3:13][C:14]1[CH:15]=[C:16]2[C:21](=[CH:22][CH:23]=1)[N:20]=[CH:19][CH:18]=[CH:17]2.[I:24]I>ClC1C=CC=CC=1>[I-:24].[F:1][C:2]1[CH:11]=[CH:10][C:9]2[N:8]3[C:19]4[CH:18]=[CH:17][C:16]5[CH:15]=[C:14]([CH3:13])[CH:23]=[CH:22][C:21]=5[N+:20]=4[CH:12]=[C:7]3[CH:6]=[CH:5][C:4]=2[CH:3]=1 |f:4.5|. Procedure details: A mixture of 24.2 g. of 6-fluoroquinaldine, 86 g. of 6-methylquinoline, 100 ml. of chlorobenzene and 76 g. of iodine is stirred at 20°-25° C. until solution is obtained, then heated at 95°-100° C. for 3 days. The mixture is cooled and the precipitate of 10-fluoro-3-methylimidazo[1,2-a:3,4-a']diquinolin-15-ium iodide is collected by filtration, washed with chlorobenzene, then with methanol and dried; m.p. 360° C. after crystallization from dimethylformamide. The reactants are CO, CCCCCN1C(=O)C(CCC(=O)OC)(NC(=O)c2ccc(Cl)c(Cl)c2)c2ccccc21, [Na+], [OH-]. Yields the product CCCCCN1C(=O)C(CCC(=O)O)(NC(=O)c2ccc(Cl)c(Cl)c2)c2ccccc21. Reaction SMILES: [CH3:35][OH:36].[Cl:1][c:2]1[cH:3][c:4]([C:5](=[O:6])[NH:7][C:8]2([CH2:23][CH2:24][C:25](=[O:26])[O:27][CH3:28])[C:9](=[O:22])[N:10]([CH2:17][CH2:18][CH2:19][CH2:20][CH3:21])[c:11]3[cH:12][cH:13][cH:14][cH:15][c:16]32)[cH:29][cH:30][c:31]1[Cl:32].[Na+:34].[OH-:33]>>[Cl:1][c:2]1[cH:3][c:4]([C:5](=[O:6])[NH:7][C:8]2([CH2:23][CH2:24][C:25](=[O:26])[OH:27])[C:9](=[O:22])[N:10]([CH2:17][CH2:18][CH2:19][CH2:20][CH3:21])[c:11]3[cH:12][cH:13][cH:14][cH:15][c:16]32)[cH:29][cH:30][c:31]1[Cl:32]. Starting materials: C(N1C2C(N(C1=O)CO)N(C(=O)N2CO)CO)O (tetramethylol glycoluril), [Cl-].[NH4+] (ammonium chloride). The solvent is O (water), solids. Run at temperature 300 fahrenheit, time 3 minute. Product: C12C(NC(=O)N1)NC(=O)N2 (GLYCOLURIL). As a reaction SMILES: C(O)[N:2]1[C:6](=[O:7])[N:5](CO)[CH:4]2[N:10](CO)[C:11]([N:13](CO)[CH:3]12)=[O:12].[Cl-].[NH4+]>O>[CH:4]12[NH:10][C:11](=[O:12])[NH:13][CH:3]1[NH:2][C:6]([NH:5]2)=[O:7] |f:1.2|. Reported procedure: The following experimental procedure was utilized to test physical properties of nonwoven substrates impregnated with the tetramethylol glycoluril-containing VAE copolymer emulsions. The copolymer binder was applied to the substrate using the Atlas padding technique. The emulsions were initially diluted with deionized water to 9.0% solids and the pH was adjusted to 4.0 with ammonium chloride. Whatman #4 chromatography paper was saturated with the binder, the samples were dried, heated at 300° F.... The reactants are O1C=C(C=C1)C=1C(=C(C(=O)OC)C(=CC1)CS(=O)(=NC(C(F)(F)F)=O)C1=CC=CC=C1)OC (methyl 3-(furan-3-yl)-2-methoxy-6-{[S-phenyl-N-(trifluoroacetyl)sulphonimidoyl]methyl)benzoate), C1(=CC=CC=C1)S(=O)CC1=CC=C(C(=C1C(=O)OC(C)(C)C)OC)C1=COC=C1 (t-butyl 6-(benzenesulphinylmethyl)-3-(furan-3-yl)-2-methoxybenzoate), C1(=CC=CC=C1)S(=O)CC1=CC=C(C(=C1C(=O)OC(C)(C)C)OC)C1=COC=C1 (t-butyl 6-(benzenesulphinylmethyl)-3-(furan-3-yl)-2-methoxybenzoate). The product is O1C=C(C=C1)C=1C(=C(C(=O)OC(C)(C)C)C(=CC1)CS(=O)(=NC(C(F)(F)F)=O)C1=CC=CC=C1)OC (t-Butyl 3-(furan-3-yl)-2-methoxy-6-{[S-phenyl-N-(trifluoroacetyl)sulphonimidoyl]methyl}benzoate). RXN SMILES: O1C=CC(C2C(OC)=C(C(CS(C3C=CC=CC=3)(=[N:19][C:20](=[O:25])[C:21]([F:24])([F:23])[F:22])=O)=CC=2)C(OC)=O)=C1.[C:34]1([S:40]([CH2:42][C:43]2[C:48]([C:49]([O:51][C:52]([CH3:55])([CH3:54])[CH3:53])=[O:50])=[C:47]([O:56][CH3:57])[C:46]([C:58]3[CH:62]=[CH:61][O:60][CH:59]=3)=[CH:45][CH:44]=2)=[O:41])[CH:39]=[CH:38][CH:37]=[CH:36][CH:35]=1>>[O:60]1[CH:61]=[CH:62][C:58]([C:46]2[C:47]([O:56][CH3:57])=[C:48]([C:43]([CH2:42][S:40]([C:34]3[CH:39]=[CH:38][CH:37]=[CH:36][CH:35]=3)(=[N:19][C:20](=[O:25])[C:21]([F:24])([F:23])[F:22])=[O:41])=[CH:44][CH:45]=2)[C:49]([O:51][C:52]([CH3:55])([CH3:54])[CH3:53])=[O:50])=[CH:59]1. Procedure: Prepared by proceeding in a similar manner to Intermediate 215, starting from t-butyl 6-(benzenesulphinylmethyl)-3-(furan-3-yl)-2-methoxybenzoate (Intermediate 221).